describe an organic reaction: reactants, conditions, products, and yield From a dataset of the Open Reaction Database (ORD), a public repository of structured organic reaction records. Reactants: C[Mg+], CN1c2ccncc2N=Cc2cccn21, [I-], C1CCOC1. Product: CC1Nc2cnccc2N(C)n2cccc21. Reaction SMILES: [CH3:2][Mg+:3].[CH3:4][N:5]1[n:6]2[c:7]([cH:16][cH:17][cH:18]2)[CH:8]=[N:9][c:10]2[c:11]1[cH:12][cH:13][n:14][cH:15]2.[I-:1].[O:19]1[CH2:20][CH2:21][CH2:22][CH2:23]1>>[CH3:2][CH:8]1[c:7]2[n:6]([cH:18][cH:17][cH:16]2)[N:5]([CH3:4])[c:11]2[c:10]([cH:15][n:14][cH:13][cH:12]2)[NH:9]1. Starting materials: OC(C1=CC=CC=C1)C1=CC2=C(C3=CC(=CC=C3N=C2C=C1)C(C1=CC=CC=C1)O)C1=CC=CC=C1 (2,7-bis(α-hydroxybenzyl)-9-phenylacridine), CC(=O)C (acetone), C(C)(=O)OC(C)=O (acetic anhydride). Reagents/catalysts: CN(C1=CC=NC=C1)C (4-dimethylaminopyridine). Run in O (Water). Yields the product C(C)(=O)OC(C1=CC=CC=C1)C1=CC2=C(C3=CC(=CC=C3N=C2C=C1)C(C1=CC=CC=C1)OC(C)=O)C1=CC=CC=C1 (2,7-Bis(α-acetoxybenzyl)-9-phenylacridine). RXN SMILES: [OH:1][CH:2]([C:9]1[CH:22]=[CH:21][C:20]2[C:11](=[C:12]([C:31]3[CH:36]=[CH:35][CH:34]=[CH:33][CH:32]=3)[C:13]3[C:18]([N:19]=2)=[CH:17][CH:16]=[C:15]([CH:23]([OH:30])[C:24]2[CH:29]=[CH:28][CH:27]=[CH:26][CH:25]=2)[CH:14]=3)[CH:10]=1)[C:3]1[CH:8]=[CH:7][CH:6]=[CH:5][CH:4]=1.C[C:38]([CH3:40])=[O:39].[C:41](OC(=O)C)(=[O:43])[CH3:42]>CN(C)C1C=CN=CC=1.O>[C:41]([O:1][CH:2]([C:9]1[CH:22]=[CH:21][C:20]2[C:11](=[C:12]([C:31]3[CH:36]=[CH:35][CH:34]=[CH:33][CH:32]=3)[C:13]3[C:18]([N:19]=2)=[CH:17][CH:16]=[C:15]([CH:23]([O:30][C:38](=[O:39])[CH3:40])[C:24]2[CH:25]=[CH:26][CH:27]=[CH:28][CH:29]=2)[CH:14]=3)[CH:10]=1)[C:3]1[CH:4]=[CH:5][CH:6]=[CH:7][CH:8]=1)(=[O:43])[CH3:42]. Reported procedure: 1 pbw of 2,7-bis(α-hydroxybenzyl)-9-phenylacridine is suspended in 4 pbw of acetone and heated for 1 hour under reflux with 0.8 pbw of acetic anhydride and 0.001 pbw of 4-dimethylaminopyridine. Water is then added to the mixture and the product is filtered off. Starting materials: CC(=O)OC(C)=O, CCOC(C)=O, COc1cc(OC)nc(NC(=O)NS(=O)(=O)Nc2ccccc2C(O)C2CC2)n1, O, c1ccncc1. Product: CC(=O)O, COc1cc(OC)nc(NC(=O)NS(=O)(=O)Nc2ccccc2C(O)C2CC2)n1. As a reaction SMILES: [CH3:1][C:2](=[O:3])[O:4][C:5](=[O:6])[CH3:7].[CH3:37][CH2:38][O:39][C:40](=[O:41])[CH3:42].[CH:8]1([CH:11]([c:12]2[c:13]([NH:18][S:19](=[O:20])(=[O:21])[NH:22][C:23](=[O:24])[NH:25][c:26]3[n:27][c:28]([O:34][CH3:35])[cH:29][c:30]([O:32][CH3:33])[n:31]3)[cH:14][cH:15][cH:16][cH:17]2)[OH:36])[CH2:9][CH2:10]1.[OH2:49].[cH:43]1[cH:44][cH:45][n:46][cH:47][cH:48]1>>[CH3:1][C:2](=[O:3])[OH:4].[CH:8]1([CH:11]([c:12]2[c:13]([NH:18][S:19](=[O:20])(=[O:21])[NH:22][C:23](=[O:24])[NH:25][c:26]3[n:27][c:28]([O:34][CH3:35])[cH:29][c:30]([O:32][CH3:33])[n:31]3)[cH:14][cH:15][cH:16][cH:17]2)[OH:36])[CH2:9][CH2:10]1.